This data is from the Open Reaction Database (ORD), a public repository of structured organic reaction records. The task is: describe an organic reaction: reactants, conditions, products, and yield The reactants are ClC1=C(C(=NC2=CC(=CC(=C12)F)F)CCC1=CC=CC=C1)C (4-Chloro-5,7-difluoro-3-methyl-2-phenethylquinoline), CC1(CNC=2C1=NC=C(C2)N2CCOCC2)C (4-(3,3-dimethyl-2,3-dihydro-1H-pyrrolo[3,2-b]pyridin-6-yl)morpholine), C1(CCCCC1)P(C1=C(C=CC=C1)C1=C(C=C(C=C1C(C)C)C(C)C)C(C)C)C1CCCCC1 (2-(dicyclohexylphosphino)-2′,4′,6′-tri-i-propyl-1,1′-biphenyl), CC(C)([O-])C.[Na+] (sodium tert-butoxide). Reagents/catalysts: C=1C=CC(=CC1)/C=C/C(=O)/C=C/C2=CC=CC=C2.C=1C=CC(=CC1)/C=C/C(=O)/C=C/C2=CC=CC=C2.C=1C=CC(=CC1)/C=C/C(=O)/C=C/C2=CC=CC=C2.[Pd].[Pd] (Pd2dba3). Solvent: C1(=CC=CC=C1)C (toluene). Yields the product CC1(CN(C=2C1=NC=C(C2)N2CCOCC2)C2=C(C(=NC1=CC(=CC(=C21)F)F)CCC2=CC=CC=C2)C)C (4-(3,3-dimethyl-6-(4-morpholinyl)-2,3-dihydro-1H-pyrrolo[3,2-b]-pyridin-1-yl)-5,7-difluoro-3-methyl-2-(2-phenylethyl)quinoline). As a reaction SMILES: Cl[C:2]1[C:11]2[C:6](=[CH:7][C:8]([F:13])=[CH:9][C:10]=2[F:12])[N:5]=[C:4]([CH2:14][CH2:15][C:16]2[CH:21]=[CH:20][CH:19]=[CH:18][CH:17]=2)[C:3]=1[CH3:22].[CH3:23][C:24]1([CH3:39])[C:28]2=[N:29][CH:30]=[C:31]([N:33]3[CH2:38][CH2:37][O:36][CH2:35][CH2:34]3)[CH:32]=[C:27]2[NH:26][CH2:25]1.C1(P(C2CCCCC2)C2C=CC=CC=2C2C(C(C)C)=CC(C(C)C)=CC=2C(C)C)CCCCC1.CC(C)([O-])C.[Na+]>C1C=CC(/C=C/C(/C=C/C2C=CC=CC=2)=O)=CC=1.C1C=CC(/C=C/C(/C=C/C2C=CC=CC=2)=O)=CC=1.C1C=CC(/C=C/C(/C=C/C2C=CC=CC=2)=O)=CC=1.[Pd].[Pd].C1(C)C=CC=CC=1>[CH3:23][C:24]1([CH3:39])[C:28]2=[N:29][CH:30]=[C:31]([N:33]3[CH2:38][CH2:37][O:36][CH2:35][CH2:34]3)[CH:32]=[C:27]2[N:26]([C:2]2[C:11]3[C:6](=[CH:7][C:8]([F:13])=[CH:9][C:10]=3[F:12])[N:5]=[C:4]([CH2:14][CH2:15][C:16]3[CH:21]=[CH:20][CH:19]=[CH:18][CH:17]=3)[C:3]=2[CH3:22])[CH2:25]1 |f:3.4,5.6.7.8.9|. Procedure details: 4-Chloro-5,7-difluoro-3-methyl-2-phenethylquinoline (40.9 mg, 0.129 mmol), 4-(3,3-dimethyl-2,3-dihydro-1H-pyrrolo[3,2-b]pyridin-6-yl)morpholine (30 mg, 0.129 mmol), Pd2dba3 (11.8 mg, 0.013 mmol), 2-(dicyclohexylphosphino)-2′,4′,6′-tri-i-propyl-1,1′-biphenyl (12.3 mg, 0.026 mmol), sodium tert-butoxide (37.1 mg, 0.386 mmol), and toluene (1.29 mL) were stirred at 105° C. for 2 h. The reaction mixture was then concentrated and the resulting residue partitioned between EtOAc and saturated aqueous sod... The reactants are CC1=CC=C(C=C1)S(=O)(=O)OCC1OC2=C(C1)C=CC=C2Br ((±)-(7-bromo-2,3-dihydro-1-benzofuran-2-yl)methyl 4-methylbenzenesulfonate), Intermediate 37, C1(=CC=CC=C1)/C=C/B(O)O (trans-2-phenylvinylboronic acid), C([O-])([O-])=O.[K+].[K+] (potassium carbonate). Yield: 77.6%. Product: CC1=CC=C(C=C1)S(=O)(=O)OCC1OC2=C(C1)C=CC=C2\C=C\C2=CC=CC=C2 ((±)-{7-[(E)-2-phenylvinyl]-2,3-dihydro-1-benzofuran-2-yl}methyl 4-methylbenzenesulfonate). The reagents and catalysts are CC1=C([P](C2=C(C)C=CC=C2)([Pd]([P](C3=C(C)C=CC=C3)(C4=C(C)C=CC=C4)C(C=CC=C5)=C5C)(Cl)Cl)C6=C(C)C=CC=C6)C=CC=C1 (dichlorobis(tri-o-tolylphosphine)-palladium(II)). Reaction SMILES: [CH3:1][C:2]1[CH:7]=[CH:6][C:5]([S:8]([O:11][CH2:12][CH:13]2[CH2:17][C:16]3[CH:18]=[CH:19][CH:20]=[C:21](Br)[C:15]=3[O:14]2)(=[O:10])=[O:9])=[CH:4][CH:3]=1.[C:23]1(/[CH:29]=[CH:30]/B(O)O)[CH:28]=[CH:27][CH:26]=[CH:25][CH:24]=1.C(=O)([O-])[O-].[K+].[K+]>CC1C=CC=CC=1[P](C1C=CC=CC=1C)([Pd](Cl)(Cl)[P](C1=C(C)C=CC=C1)(C1C=CC=CC=1C)C1C=CC=CC=1C)C1C=CC=CC=1C>[CH3:1][C:2]1[CH:7]=[CH:6][C:5]([S:8]([O:11][CH2:12][CH:13]2[CH2:17][C:16]3[CH:18]=[CH:19][CH:20]=[C:21](/[CH:30]=[CH:29]/[C:23]4[CH:28]=[CH:27][CH:26]=[CH:25][CH:24]=4)[C:15]=3[O:14]2)(=[O:10])=[O:9])=[CH:4][CH:3]=1 |f:2.3.4,^1:46,57|. Reported procedure: Treatment of (±)-(7-bromo-2,3-dihydro-1-benzofuran-2-yl)methyl 4-methylbenzenesulfonate (8.0 g, 20.9 mmol) with trans-2-phenylvinylboronic acid (4.63 g, 31.3 mmol), dichlorobis(tri-o-tolylphosphine)-palladium(II) (0.82 g, 1.04 mmol), and potassium carbonate (7.21 g, 52.2 mmol) generally according to the procedure described for Intermediate 37 provided 6.59 g (78%) of (±)-{7-[(E)-2-phenylvinyl]-2,3-dihydro-1-benzofuran-2-yl}methyl 4-methylbenzenesulfonate as a light yellow solid. mp 120-122° C.; ... Reactants: O (Water), C(C)[S-].[Na+] (Sodium ethanethiolate), C(C)(C)(C)OC(=O)N1C[C@@H](CC1)C1=C(C=C(C=C1)Br)OC ((S)-3-(4-bromo-2-methoxy-phenyl)-pyrrolidine-1-carboxylic acid tert-butyl ester), OS(=O)(=O)[O-].[K+].[O-]S(=O)(=O)[O-].[Na+].[Na+] (KHSO4 Na2SO4). Run in CN(C)C=O (DMF). Run at temperature 105 celsius. The product is C(C)(C)(C)OC(=O)N1C[C@@H](CC1)C1=C(C=C(C=C1)Br)O ((S)-3-(4-bromo-2-hydroxy-phenyl)-pyrrolidine-1-carboxylic acid tert-butyl ester). Isolated yield 81.1%. Reaction SMILES: C([S-])C.[Na+].[C:5]([O:9][C:10]([N:12]1[CH2:16][CH2:15][C@@H:14]([C:17]2[CH:22]=[CH:21][C:20]([Br:23])=[CH:19][C:18]=2[O:24]C)[CH2:13]1)=[O:11])([CH3:8])([CH3:7])[CH3:6].OS([O-])(=O)=O.[K+].[O-]S([O-])(=O)=O.[Na+].[Na+].O>CN(C=O)C>[C:5]([O:9][C:10]([N:12]1[CH2:16][CH2:15][C@@H:14]([C:17]2[CH:22]=[CH:21][C:20]([Br:23])=[CH:19][C:18]=2[OH:24])[CH2:13]1)=[O:11])([CH3:8])([CH3:6])[CH3:7] |f:0.1,3.4.5.6.7|. Procedure: Sodium ethanethiolate (80%, 218.7 mg, 1.704 mmol) was added to a solution of (S)-3-(4-bromo-2-methoxy-phenyl)-pyrrolidine-1-carboxylic acid tert-butyl ester (303 mg, 0.8505 mmol) in DMF (3.1 mL) under argon atmosphere. The reaction mixture was heated at 105° C. for 3.5 hours, then cooled to 5° C. A solution of 10% KHSO4/Na2SO4 was added until pH reached 2-3. Water was added, and the resulting mixture was extracted with EtOAc. The combined organic extracts were washed with water and brine, dried ... Run in C(C)(C)O (isopropanol). Procedure details: A suspension of 0.41 g (1 mmol) of 1-(2,3-dichlorophenyl)-4-(2-piperidin-4-ylethyl)piperazine, dihydrochloride in 25 mL of isopropanol and 0.29 g (2.1 mmol) of potassium carbonate is stirred for 30 minutes then 0.08 g (1.1 mmol of 2-ethyloxirane is added. The suspension is stirred to reflux overnight. The precipitate is filtered and the solution is concentrated under reduced pressure. The residue is dissolved in ethyl acetate, washed with water and with brine, dried over magnesium sulfate, filte... Isolated yield 48.3%. Reaction conditions: time 30 minute. The product is ClC1=C(C=CC=C1Cl)N1CCN(CC1)CCC1CCN(CC1)CC(CC)O (1-(4-{2-[4-(2,3-dichlorophenyl)piperazin-1-yl]ethyl}piperidin-1-yl)butan-2-ol). As a reaction SMILES: Cl.Cl.[Cl:3][C:4]1[C:9]([Cl:10])=[CH:8][CH:7]=[CH:6][C:5]=1[N:11]1[CH2:16][CH2:15][N:14]([CH2:17][CH2:18][CH:19]2[CH2:24][CH2:23][NH:22][CH2:21][CH2:20]2)[CH2:13][CH2:12]1.C(=O)([O-])[O-].[K+].[K+].[CH2:31]([CH:33]1[CH2:35][O:34]1)[CH3:32]>C(O)(C)C>[Cl:3][C:4]1[C:9]([Cl:10])=[CH:8][CH:7]=[CH:6][C:5]=1[N:11]1[CH2:16][CH2:15][N:14]([CH2:17][CH2:18][CH:19]2[CH2:24][CH2:23][N:22]([CH2:35][CH:33]([OH:34])[CH2:31][CH3:32])[CH2:21][CH2:20]2)[CH2:13][CH2:12]1 |f:0.1.2,3.4.5|. Starting materials: Cl.Cl.ClC1=C(C=CC=C1Cl)N1CCN(CC1)CCC1CCNCC1 (1-(2,3-dichlorophenyl)-4-(2-piperidin-4-ylethyl)piperazine, dihydrochloride), C([O-])([O-])=O.[K+].[K+] (potassium carbonate), C(C)C1OC1 (2-ethyloxirane). Reactants: O=[O+][O-] (ozone), O=[O+][O-] (ozone), C(C=CC)C1C(C2=CC(=CC=C2C1)OC)=O ((RS)-2-(2-buten-1-yl)-6-methoxy-1-indanone). Solvent: ClCCl (dichloromethane), CO (methanol). Conditions: time 80 minute. Product: O=CCC1C(C2=CC(=CC=C2C1)OC)=O ((RS)-2-(2-oxoethyl)-6-methoxy-1-indanone). Isolated yield 83.0%. RXN SMILES: [O:1]=[O+][O-].[CH2:4]([CH:8]1[CH2:16][C:15]2[C:10](=[CH:11][C:12]([O:17][CH3:18])=[CH:13][CH:14]=2)[C:9]1=[O:19])[CH:5]=CC>ClCCl.CO>[O:1]=[CH:5][CH2:4][CH:8]1[CH2:16][C:15]2[C:10](=[CH:11][C:12]([O:17][CH3:18])=[CH:13][CH:14]=2)[C:9]1=[O:19]. Procedure: An ozone stream (3 g ozone/hour) was conducted for 80 minutes while stirring through a solution, cooled to -70°, of 15.2 g of (RS)-2-(2-buten-1-yl)-6-methoxy-1-indanone in 250 ml of anhydrous dichloromethane and 50 ml of anhydrous methanol. Subsequently, the solution was flushed with oxygen for 5 minutes and with argon for 10 minutes. After the addition of 7.75 ml of dimethyl sulfide, the mixture was stirred at room temperature for 15 hours. The reaction mixture was evaporated in a vacuum, the r... Starting materials: Cn1nccc1-c1cccc(NC(=O)C(Cc2ccccc2)CN(C(=O)[O-])C(C)(C)C)c1, ClCCl, O=C(O)C(F)(F)F. Product: Cn1nccc1-c1cccc(NC(=O)C(CN)Cc2ccccc2)c1. Reaction SMILES: [CH3:1][C:2]([N:5]([C:3](=[O:4])[O-:6])[CH2:9][CH:10]([C:11](=[O:12])[NH:13][c:14]1[cH:15][c:16](-[c:20]2[cH:21][cH:22][n:23][n:24]2[CH3:25])[cH:17][cH:18][cH:19]1)[CH2:26][c:27]1[cH:28][cH:29][cH:30][cH:31][cH:32]1)([CH3:7])[CH3:8].[Cl:40][CH2:41][Cl:42].[F:33][C:34]([F:35])([F:36])[C:37]([OH:38])=[O:39]>>[NH2:5][CH2:9][CH:10]([C:11](=[O:12])[NH:13][c:14]1[cH:15][c:16](-[c:20]2[cH:21][cH:22][n:23][n:24]2[CH3:25])[cH:17][cH:18][cH:19]1)[CH2:26][c:27]1[cH:28][cH:29][cH:30][cH:31][cH:32]1. Reaction conditions: time 40 minute. Reported procedure: A mixture of 2.80 g of 7-mercapto-5-methylpyrazolo-[1,5-a]pyrimidine-3-carboxamide ammonium salt and 3.38 g of (7R)-7-aminocephalosporanic acid was treated with 25 ml of a 20 percent solution of boron trifluoride in acetonitrile and stirred at 20° for 40 minutes. The reaction mixture was treated with 30 ml of water and the pH was adjusted to 3.5 by means 28 percent aqueous sodium hydroxide solution. The precipitate thus formed was filtered off under suction and was chromatographed on OPTI-UP (C1... RXN SMILES: [NH4+].[SH:2][C:3]1[N:8]2[N:9]=[CH:10][C:11]([C:12]([NH-:14])=[O:13])=[C:7]2[N:6]=[C:5]([CH3:15])[CH:4]=1.CC(O[CH2:20][C:21]1[CH2:30][S:29][C@@H:24]2[C@H:25]([NH2:28])[C:26](=[O:27])[N:23]2[C:22]=1[C:31]([OH:33])=[O:32])=O.B(F)(F)F.[OH-].[Na+]>C(#N)C.O>[NH2:28][C@@H:25]1[C:26](=[O:27])[N:23]2[C@@H:24]1[S:29][CH2:30][C:21]([CH2:20][S:2][C:3]1[N:8]3[N:9]=[CH:10][C:11]([C:12](=[O:13])[NH2:14])=[C:7]3[N:6]=[C:5]([CH3:15])[CH:4]=1)=[C:22]2[C:31]([OH:33])=[O:32] |f:0.1,4.5|. Run in O (water), C(C)#N (acetonitrile). The product is N[C@H]1[C@H]2SCC(=C(N2C1=O)C(=O)O)CSC1=CC(=NC=2N1N=CC2C(N)=O)C ((6R,7R)-7-amino-3-[[(3-carbamoyl-5-methylpyrazolo[1,5-a]-pyrimidin-7-yl) thio]methyl]-8-oxo-5-thia-1-azabicyclo-[4.2.0]oct-2-ene-2-carboxylic acid). The reactants are [OH-].[Na+] (sodium hydroxide), [NH4+].SC1=CC(=NC=2N1N=CC2C(=O)[NH-])C (7-mercapto-5-methylpyrazolo-[1,5-a]pyrimidine-3-carboxamide ammonium salt), CC(=O)OCC1=C(N2[C@@H]([C@@H](C2=O)N)SC1)C(=O)O ((7R)-7-aminocephalosporanic acid), solution, B(F)(F)F (boron trifluoride). The reactants are CI, [Li]CCCC, C1CCOC1, O=C(O)c1ccsc1. Yields the product Cc1sccc1C(=O)O. RXN SMILES: [CH3:14][I:15].[CH3:9][CH2:10][CH2:11][CH2:12][Li:13].[O:16]1[CH2:17][CH2:18][CH2:19][CH2:20]1.[s:1]1[cH:2][c:3]([C:6](=[O:7])[OH:8])[cH:4][cH:5]1>>[s:1]1[c:2]([CH3:9])[c:3]([C:6](=[O:7])[OH:8])[cH:4][cH:5]1.